This data is from the Open Reaction Database (ORD), a public repository of structured organic reaction records. The task is: describe an organic reaction: reactants, conditions, products, and yield The reactants are Cc1nccn1-c1ccc(Nc2nc3c(c(OS(=O)(=O)C(F)(F)F)n2)CN(C(=O)OC(C)(C)C)CC3)cc1, N#CCCNC1CC1, CN(C)C=O. Product: Cc1nccn1-c1ccc(Nc2nc3c(c(N(CCC#N)C4CC4)n2)CN(C(=O)OC(C)(C)C)CC3)cc1. As a reaction SMILES: [CH3:1][c:2]1[n:3](-[c:7]2[cH:8][cH:9][c:10]([NH:13][c:14]3[n:15][c:16]([O:31][S:32]([C:33]([F:34])([F:35])[F:36])(=[O:37])=[O:38])[c:17]4[c:18]([n:19]3)[CH2:20][CH2:21][N:22]([C:24](=[O:25])[O:26][C:27]([CH3:28])([CH3:29])[CH3:30])[CH2:23]4)[cH:11][cH:12]2)[cH:4][cH:5][n:6]1.[CH:39]1([NH:42][CH2:43][CH2:44][C:45]#[N:46])[CH2:40][CH2:41]1.[O:47]=[CH:48][N:49]([CH3:50])[CH3:51]>>[CH3:1][c:2]1[n:3](-[c:7]2[cH:8][cH:9][c:10]([NH:13][c:14]3[n:15][c:16]([N:42]([CH:39]4[CH2:40][CH2:41]4)[CH2:43][CH2:44][C:45]#[N:46])[c:17]4[c:18]([n:19]3)[CH2:20][CH2:21][N:22]([C:24](=[O:25])[O:26][C:27]([CH3:28])([CH3:29])[CH3:30])[CH2:23]4)[cH:11][cH:12]2)[cH:4][cH:5][n:6]1. Starting materials: CO (methanol), CC=1N(C2=C(C=CC=C2C1CCCC(=O)[O-])C#CC1=CC=C(C=C1)OCCCCC1=C(C(=C(C(=C1F)F)F)F)F)CCCC(=O)[O-].[Na+].[Na+] (Disodium 4,4′-[2-methyl-7-({4-[4-(pentafluorophenyl)butoxy]phenyl}ethynyl)-1H-indole-1,3-diyl]dibutanoate), CC(C)O (2-propanol). Solvent: O (water). Conditions: temperature 5 celsius. Product: O.O.O.CC=1N(C2=C(C=CC=C2C1CCCC(=O)[O-])C#CC1=CC=C(C=C1)OCCCCC1=C(C(=C(C(=C1F)F)F)F)F)CCCC(=O)[O-].[Na+].[Na+] (Disodium 4,4′-[2-methyl-7-({4-[4-(pentafluorophenyl)butoxy]phenyl}ethynyl)-1H-indole-1,3-diyl]dibutanoate Trihydrate). Reaction SMILES: [CH3:1][C:2]1[N:3]([CH2:41][CH2:42][CH2:43][C:44]([O-:46])=[O:45])[C:4]2[C:9]([C:10]=1[CH2:11][CH2:12][CH2:13][C:14]([O-:16])=[O:15])=[CH:8][CH:7]=[CH:6][C:5]=2[C:17]#[C:18][C:19]1[CH:24]=[CH:23][C:22]([O:25][CH2:26][CH2:27][CH2:28][CH2:29][C:30]2[C:35]([F:36])=[C:34]([F:37])[C:33]([F:38])=[C:32]([F:39])[C:31]=2[F:40])=[CH:21][CH:20]=1.[Na+:47].[Na+].C[OH:50].CC([OH:54])C>O>[OH2:15].[OH2:54].[OH2:50].[CH3:1][C:2]1[N:3]([CH2:41][CH2:42][CH2:43][C:44]([O-:46])=[O:45])[C:4]2[C:9]([C:10]=1[CH2:11][CH2:12][CH2:13][C:14]([O-:16])=[O:15])=[CH:8][CH:7]=[CH:6][C:5]=2[C:17]#[C:18][C:19]1[CH:20]=[CH:21][C:22]([O:25][CH2:26][CH2:27][CH2:28][CH2:29][C:30]2[C:35]([F:36])=[C:34]([F:37])[C:33]([F:38])=[C:32]([F:39])[C:31]=2[F:40])=[CH:23][CH:24]=1.[Na+:47].[Na+:47] |f:0.1.2,6.7.8.9.10.11|. Procedure: The compound (10 g) prepared in Example 57 was dissolved in water (40 mL) and methanol (40 mL) at 53° C. To the solution, 2-propanol (1900 mL) was added and cooled to 5° C. The precipitated solid was filtered and dried at 40° C. under reduced pressure. The compound was maintained at 60% of relative humidity at 25° C. for 2 days to obtain the title compound (8.2 g) having the following physical properties. Starting materials: OC1COCC12CN(C2)C(=O)OCC2=CC=CC=C2 (Benzyl 8-hydroxy-6-oxa-2-azaspiro[3.4]octane-2-carboxylate), CO (methanol), [H][H] (hydrogen). The reagents and catalysts are [Pd] (palladium on carbon). Product: C1NC(C12COCC2)O (6-Oxa-2-azaspiro[3.4]octan-3-ol). Isolated yield 98.0%. RXN SMILES: O[CH:2]1[C:6]2([CH2:9][N:8](C(OCC3C=CC=CC=3)=O)[CH2:7]2)[CH2:5][O:4][CH2:3]1.[H][H].C[OH:23]>[Pd]>[CH2:9]1[C:6]2([CH2:2][CH2:3][O:4][CH2:5]2)[CH:7]([OH:23])[NH:8]1. Procedure: Benzyl 8-hydroxy-6-oxa-2-azaspiro[3.4]octane-2-carboxylate (from step (iv); 456 mg, 1.7 mmol) was dissolved in methanol (20 mL) and 10% palladium on carbon (50 mg) added. This suspension was hydrogenated at 20 psi hydrogen for 2 hrs then filtered. The filtrate was concentrated to give the title compound as a gum (214 mg, 1.66 mmol, 98% yield). The reactants are C1(CC1)S(=O)(=O)C1=CC=C(C=C1)C(C(CCC(=O)C=1SC(=CN1)C(C)O)=O)CC1CCOCC1 (5-[4-(cyclopropylsulfonyl)phenyl]-1-[5-(1-hydroxyethyl)-1,3-thiazol-2-yl]-6-(tetrahydro-2H-pyran-4-yl)hexane-1,4-dione), C(C)(=O)[O-].[NH4+] (ammonium acetate), [OH-].[Na+] (sodium hydroxide). Run in C(C)(=O)O (acetic acid). Conditions: temperature 100 celsius, time 2 hour. Yields the product C1(CC1)S(=O)(=O)C1=CC=C(C=C1)C(CC1CCOCC1)C1=CC=C(N1)C=1SC(=CN1)C(C)O (1-[2-(5-[1-[4-(cyclopropylsulfonyl)phenyl]-2-(tetrahydro-2H-pyran-4-yl)ethyl]-1H-pyrrol-2-yl)-1,3-thiazol-5-yl]ethanol). The yield is 32.9%. RXN SMILES: [CH:1]1([S:4]([C:7]2[CH:12]=[CH:11][C:10]([CH:13]([CH2:28][CH:29]3[CH2:34][CH2:33][O:32][CH2:31][CH2:30]3)[C:14](=O)[CH2:15][CH2:16][C:17]([C:19]3[S:20][C:21]([CH:24]([OH:26])[CH3:25])=[CH:22][N:23]=3)=O)=[CH:9][CH:8]=2)(=[O:6])=[O:5])[CH2:3][CH2:2]1.C([O-])(=O)C.[NH4+:39].[OH-].[Na+]>C(O)(=O)C>[CH:1]1([S:4]([C:7]2[CH:8]=[CH:9][C:10]([CH:13]([C:14]3[NH:39][C:17]([C:19]4[S:20][C:21]([CH:24]([OH:26])[CH3:25])=[CH:22][N:23]=4)=[CH:16][CH:15]=3)[CH2:28][CH:29]3[CH2:34][CH2:33][O:32][CH2:31][CH2:30]3)=[CH:11][CH:12]=2)(=[O:5])=[O:6])[CH2:3][CH2:2]1 |f:1.2,3.4|. Procedure: A mixture of 5-[4-(cyclopropylsulfonyl)phenyl]-1-[5-(1-hydroxyethyl)-1,3-thiazol-2-yl]-6-(tetrahydro-2H-pyran-4-yl)hexane-1,4-dione (1.36 g), ammonium acetate (1.33 g) and acetic acid (15 mL) was stirred at 100° C. for 2 hr. The reaction mixture was neutralized with 8M aqueous sodium hydroxide solution, and extracted with ethyl acetate. The ethyl acetate layer was concentrated, 2M aqueous sodium hydroxide solution (4 mL), tetrahydrofuran (8 mL) and methanol (8 mL) were added to the residue, and ... Starting materials: BrC1=CC=C(C=C1)Br (1,4-dibromobenzene), CP(C)=O (dimethylphosphine oxide), CC#N (CH3CN). Reagents/catalysts: [Pd].C1(=CC=CC=C1)P(C1=CC=CC=C1)C1=CC=CC=C1.C1(=CC=CC=C1)P(C1=CC=CC=C1)C1=CC=CC=C1.C1(=CC=CC=C1)P(C1=CC=CC=C1)C1=CC=CC=C1.C1(=CC=CC=C1)P(C1=CC=CC=C1)C1=CC=CC=C1 (tetrakis(triphenylphosphine) palladium (0)). The solvent is C(C)N(CC)CC (triethylamine). Yields the product BrC1=CC=C(C=C1)P(C)(C)=O ((4-brom-phenyl)-dimethyl-phosphinoxide). Yield: 25.7%. RXN SMILES: [Br:1][C:2]1[CH:7]=[CH:6][C:5](Br)=[CH:4][CH:3]=1.[CH3:9][PH:10](=[O:12])[CH3:11].CC#N>[Pd].C1(P(C2C=CC=CC=2)C2C=CC=CC=2)C=CC=CC=1.C1(P(C2C=CC=CC=2)C2C=CC=CC=2)C=CC=CC=1.C1(P(C2C=CC=CC=2)C2C=CC=CC=2)C=CC=CC=1.C1(P(C2C=CC=CC=2)C2C=CC=CC=2)C=CC=CC=1.C(N(CC)CC)C>[Br:1][C:2]1[CH:7]=[CH:6][C:5]([P:10](=[O:12])([CH3:11])[CH3:9])=[CH:4][CH:3]=1 |f:3.4.5.6.7|. Reported procedure: A solution of 1,4-dibromobenzene (2.35 g, 10 mmol), dimethylphosphine oxide (0.78 g, 10 mmol), and tetrakis(triphenylphosphine) palladium (0) (0.5 g) in nitrogen-purged CH3CN (20 mL) and triethylamine (5 mL) was heated at reflux for overnight. Then, the reaction mixture was concentrated and the residue was chromatographed on silica gel (0˜20 percent MeOH/DCM) to afford the product (600 mg, 26%) as a colorless solid; 1H NMR (CD3OD): δ 7.80-7.70 (m, 4H), 1.75 (d, 6H). Reaction SMILES: [CH2:1]([O:2][C:3]([c:4]1[c:5]([CH:6]=[O:7])[n:8][nH:9][cH:10]1)=[O:11])[CH3:12].[CH3:42][C:43](=[O:44])[CH3:45].[CH:29]([c:30]1[c:31]2[c:32]([cH:33][cH:34][c:35]([C:36]#[N:37])[cH:38]2)[nH:39][n:40]1)=[O:41].[N+:13](=[O:14])([O-:15])[c:16]1[c:17]([CH2:27][OH:28])[n:18][n:19]([CH:21]2[O:22][CH2:23][CH2:24][CH2:25][CH2:26]2)[cH:20]1>>[N+:13](=[O:14])([O-:15])[c:16]1[c:17]([CH:27]=[O:28])[n:18][n:19]([CH:21]2[O:22][CH2:23][CH2:24][CH2:25][CH2:26]2)[cH:20]1. Starting materials: CCOC(=O)c1c[nH]nc1C=O, CC(C)=O, N#Cc1ccc2[nH]nc(C=O)c2c1, O=[N+]([O-])c1cn(C2CCCCO2)nc1CO. Product: O=Cc1nn(C2CCCCO2)cc1[N+](=O)[O-].